Dataset: the Open Reaction Database (ORD), a public repository of structured organic reaction records. Task: describe an organic reaction: reactants, conditions, products, and yield Reactants: COC1CC(C(=O)Nc2ccc(-n3ccc(C)n3)cc2F)N(C(=O)OC(C)(C)C)C1, ClCCl, O=C(O)C(F)(F)F. Yields the product COC1CNC(C(=O)Nc2ccc(-n3ccc(C)n3)cc2F)C1. Reaction SMILES: [C:1]([O:2][C:3](=[O:4])[N:8]1[CH:9]([C:15]([NH:16][c:17]2[c:18]([F:29])[cH:19][c:20](-[n:23]3[n:24][c:25]([CH3:28])[cH:26][cH:27]3)[cH:21][cH:22]2)=[O:30])[CH2:10][CH:11]([O:13][CH3:14])[CH2:12]1)([CH3:5])([CH3:6])[CH3:7].[Cl:38][CH2:39][Cl:40].[F:31][C:32]([F:33])([F:34])[C:35]([OH:36])=[O:37]>>[NH:8]1[CH:9]([C:15]([NH:16][c:17]2[c:18]([F:29])[cH:19][c:20](-[n:23]3[n:24][c:25]([CH3:28])[cH:26][cH:27]3)[cH:21][cH:22]2)=[O:30])[CH2:10][CH:11]([O:13][CH3:14])[CH2:12]1. Starting materials: C1=CC=CC2=CC3=CC=CC=C3C(=C12)CN(CCCNCCCO)CC (3-[3-(Anthracen-9-ylmethyl-ethyl-amino)-propylamino]-propan-1-ol), C(C)O (ethanol), Cl (HCl). Conditions: temperature 0 celsius, time 10 minute. The product is Cl.C1=CC=CC2=CC3=CC=CC=C3C(=C12)CN(CCCNCCCOCC)CC (N-Anthracen-9-ylmethyl-N′-(3-ethoxy-propyl)-N-ethyl-propane-1,3-diamine, Hydrochloride salt). The yield is 95.0%. Reaction SMILES: [CH:1]1[C:14]2[C:5](=[CH:6][C:7]3[C:12]([C:13]=2[CH2:15][N:16]([CH2:25][CH3:26])[CH2:17][CH2:18][CH2:19][NH:20][CH2:21][CH2:22][CH2:23][OH:24])=[CH:11][CH:10]=[CH:9][CH:8]=3)[CH:4]=[CH:3][CH:2]=1.[ClH:27].[CH2:28](O)[CH3:29]>>[ClH:27].[CH:11]1[C:12]2[C:7](=[CH:6][C:5]3[C:14]([C:13]=2[CH2:15][N:16]([CH2:25][CH3:26])[CH2:17][CH2:18][CH2:19][NH:20][CH2:21][CH2:22][CH2:23][O:24][CH2:28][CH3:29])=[CH:1][CH:2]=[CH:3][CH:4]=3)[CH:8]=[CH:9][CH:10]=1 |f:3.4|. Procedure details: A solution of compound 18 (200 mg, 0.57 mmole) was dissolved in absolute ethanol (13 mL) and stirred at 0° C. for 10 minutes. A 4N HCl solution (22 mL) was added to the reaction mixture dropwise and stirred at 0° C. for 20 minutes and then at room temperature overnight. The solution was concentrated in vacuo to give 20 as a yellow solid in 95% yield. 1H NMR (D2O) δ 8.50 (s, 1H), 8.06 (m, 4H), 7.73 (m, 2H), 7.62 (m, 2H), 4.98 (s, 2H), 3.64 (t, 2H), 3.39 (q, 2H), 3.13 (t, 2H), 2.90 (t, 2H), 2.76 (...